describe an organic reaction: reactants, conditions, products, and yield From a dataset of the Open Reaction Database (ORD), a public repository of structured organic reaction records. Reactants: FC1=CC(=C(C=C1)NCCC(C)N1CCN(CC1)C1=CC=C(C=C1)F)[N+](=O)[O-] ((4-fluoro-2-nitro-phenyl)-{3-[4-(4-fluorophenyl) piperazin-1-yl]-butyl}-amine), C(C)(=O)O (acetic acid), 5-fluoro-1-{3-[4-(4-fluoro-phenyl)-piperazin-1-yl]-butyl}-2-1H-benzoimidazole. Reagents/catalysts: [Zn] (Zn). Product: FC1=CC2=C(N(C(=N2)C)CCC(C)N2CCN(CC2)C2=CC=C(C=C2)F)C=C1 (5-Fluoro-1-{3-[4-(4-fluoro-phenyl)-piperazin-1-yl]-butyl}-2-methyl-1H -benzoimidazole). RXN SMILES: [F:1][C:2]1[CH:7]=[CH:6][C:5]([NH:8][CH2:9][CH2:10][CH:11]([N:13]2[CH2:18][CH2:17][N:16]([C:19]3[CH:24]=[CH:23][C:22]([F:25])=[CH:21][CH:20]=3)[CH2:15][CH2:14]2)[CH3:12])=[C:4]([N+:26]([O-])=O)[CH:3]=1.[C:29](O)(=O)[CH3:30]>[Zn]>[F:1][C:2]1[CH:7]=[CH:6][C:5]2[N:8]([CH2:9][CH2:10][CH:11]([N:13]3[CH2:18][CH2:17][N:16]([C:19]4[CH:24]=[CH:23][C:22]([F:25])=[CH:21][CH:20]=4)[CH2:15][CH2:14]3)[CH3:12])[C:29]([CH3:30])=[N:26][C:4]=2[CH:3]=1. Procedure: To a refluxing, stirred mixture of (4-fluoro-2-nitro-phenyl)-{3-[4-(4-fluorophenyl) piperazin-1-yl]-butyl}-amine (0.38 gm), 10 ml acetic acid are added small portions of Zn dust (excess) until a nearly colorless reaction mixture is obtained approx. 4 hours). Insolubles are removed by filtration, washed with acetic acid and the combined acetic acid layer concentrated to a black oil. This oily residue is dissolved in ethyl acetate (50 ml) and washed with 2×10 ml water and brine. The organic layer ...